describe an organic reaction: reactants, conditions, products, and yield From a dataset of the Open Reaction Database (ORD), a public repository of structured organic reaction records. The reactants are CC(C(=O)OCC)(CNC1=C(C=NC2=CC=CC=C12)[N+](=O)[O-])C (ethyl 2,2-dimethyl-3-[(3-nitroquinolin-4-yl)amino]propanoate), S(=O)([O-])S(=O)[O-].[Na+].[Na+] (sodium hydrosulfite), C([O-])([O-])=O.[K+].[K+] (potassium carbonate), ClCCl (dichloromethane). Reagents/catalysts: CC[N+]1=CC=C(C=C1)C2=CC=[N+](C=C2)CC.[Br-].[Br-] (ethyl viologen dibromide). Run in O (water). Conditions: time 8 hour. Yields the product NC=1C=NC2=CC=CC=C2C1NCC(C(=O)OCC)(C)C (ethyl 3-[(3-aminoquinolin-4-yl)amino]-2,2-dimethylpropanoate). Yield: 86.3%. As a reaction SMILES: [CH3:1][C:2]([CH3:23])([CH2:8][NH:9][C:10]1[C:19]2[C:14](=[CH:15][CH:16]=[CH:17][CH:18]=2)[N:13]=[CH:12][C:11]=1[N+:20]([O-])=O)[C:3]([O:5][CH2:6][CH3:7])=[O:4].S(S([O-])=O)([O-])=O.[Na+].[Na+].C(=O)([O-])[O-].[K+].[K+].ClCCl>CC[N+]1C=CC(C2C=C[N+](CC)=CC=2)=CC=1.[Br-].[Br-].O>[NH2:20][C:11]1[CH:12]=[N:13][C:14]2[C:19]([C:10]=1[NH:9][CH2:8][C:2]([CH3:1])([CH3:23])[C:3]([O:5][CH2:6][CH3:7])=[O:4])=[CH:18][CH:17]=[CH:16][CH:15]=2 |f:1.2.3,4.5.6,8.9.10|. Procedure details: Part D A mixture of ethyl 2,2-dimethyl-3-[(3-nitroquinolin-4-yl)amino]propanoate (59 g), sodium hydrosulfite (109 g, 532 mmol), potassium carbonate (103 g, 744 mmol), and ethyl viologen dibromide (0.50 g, 1.3 mmol), dichloromethane (350 mL), and water (350 mL) was stirred overnight at ambient temperature. The aqueous layer was separated and extracted with dichloromethane (100 mL). The combined organic fractions were washes with water (4×75 mL), dried over potassium carbonate, filtered, and conce... The reactants are Cl (HCl), CC=1C(=CC=C2C3C(COC12)C1=C(O3)C=CC=C1)O (4-methyl-6a,11a-dihydro-6H-benzo[4,5]furo[3,2-c]chromen-3-ol), C(C=C)Br (allyl bromide), [H-].[Na+] (NaH). Run in O (water), CN(C)C=O (DMF). The product is C(C)(C)OC1=CC=C2C3C(COC2=C1)C1=C(O3)C=CC=C1 (3-isopropoxy-6a,11a-dihydro-6H-benzofuro[3,2-c]chromene). Yield: 60.4%. RXN SMILES: C[C:2]1[C:3]([OH:19])=[CH:4][CH:5]=[C:6]2[C:11]=1[O:10][CH2:9][CH:8]1[C:12]3[CH:18]=[CH:17][CH:16]=[CH:15][C:13]=3[O:14][CH:7]21.[H-].[Na+].[CH2:22](Br)[CH:23]=[CH2:24].Cl>CN(C=O)C.O>[CH:23]([O:19][C:3]1[CH:2]=[C:11]2[C:6]([CH:7]3[O:14][C:13]4[CH:15]=[CH:16][CH:17]=[CH:18][C:12]=4[CH:8]3[CH2:9][O:10]2)=[CH:5][CH:4]=1)([CH3:24])[CH3:22] |f:1.2|. Procedure: Compound 4-methyl-6a,11a-dihydro-6H-benzo[4,5]furo[3,2-c]chromen-3-ol (100 mg, 0.34 mmol) was dissolved in DMF (5 ml) and NaH (8.1 mg, 0.34 mmol) was added to the solution at room temperature, followed by allyl bromide (0.06 ml, 0.68 mmol). The reaction mixture was stirred at room temperature to 6 hours and poured into iced water and neutralized with 10% HCl to get the white precipitate. Precipitate were washed with water and purified by silica gel column chromatography using hexane-chloroform a...